Dataset: the Open Reaction Database (ORD), a public repository of structured organic reaction records. Task: describe an organic reaction: reactants, conditions, products, and yield Starting materials: N#CCBr, Cc1cc(C2(c3cc(C)c(O[Si](C)(C)C(C)(C)C)c(C)c3)C(=O)Nc3ccccc32)cc(C)c1O[Si](C)(C)C(C)(C)C, C1CCOC1, CC(C)(C)[O-], CCOCC, [K+], CN(C)C=O, O. Product: Cc1cc(C2(c3cc(C)c(O[Si](C)(C)C(C)(C)C)c(C)c3)C(=O)N(CC#N)c3ccccc32)cc(C)c1O[Si](C)(C)C(C)(C)C. RXN SMILES: [Br:49][CH2:50][C:51]#[N:52].[C:1]([CH3:2])([CH3:3])([CH3:4])[Si:5]([O:6][c:7]1[c:8]([CH3:40])[cH:9][c:10]([C:14]2([c:24]3[cH:25][c:26]([CH3:39])[c:27]([O:31][Si:32]([CH3:33])([CH3:34])[C:35]([CH3:36])([CH3:37])[CH3:38])[c:28]([CH3:30])[cH:29]3)[C:15](=[O:23])[NH:16][c:17]3[cH:18][cH:19][cH:20][cH:21][c:22]32)[cH:11][c:12]1[CH3:13])([CH3:41])[CH3:42].[CH2:59]1[O:60][CH2:61][CH2:62][CH2:63]1.[CH3:43][C:44]([CH3:45])([O-:46])[CH3:47].[CH3:64][CH2:65][O:66][CH2:67][CH3:68].[K+:48].[O:54]=[CH:55][N:56]([CH3:57])[CH3:58].[OH2:53]>>[C:1]([CH3:2])([CH3:3])([CH3:4])[Si:5]([O:6][c:7]1[c:8]([CH3:40])[cH:9][c:10]([C:14]2([c:24]3[cH:25][c:26]([CH3:39])[c:27]([O:31][Si:32]([CH3:33])([CH3:34])[C:35]([CH3:36])([CH3:37])[CH3:38])[c:28]([CH3:30])[cH:29]3)[C:15](=[O:23])[N:16]([CH2:50][C:51]#[N:52])[c:17]3[cH:18][cH:19][cH:20][cH:21][c:22]32)[cH:11][c:12]1[CH3:13])([CH3:41])[CH3:42]. Reactants: [N+](=O)([O-])C1=C(C=CC(=C1)[N+](=O)[O-])F (2,4-dinitrofluorobenzene), C([O-])([O-])=O.[K+].[K+] (potassium carbonate), C1(=CC=CC=C1)S (benzenethiol). Run in CC(=O)C (acetone). Product: C1(=CC=CC=C1)SC1=C(C=C(C=C1)[N+](=O)[O-])[N+](=O)[O-] (2,4-dinitrophenyl phenyl sulfide). Isolated yield 56.0%. As a reaction SMILES: [N+:1]([C:4]1[CH:9]=[C:8]([N+:10]([O-:12])=[O:11])[CH:7]=[CH:6][C:5]=1F)([O-:3])=[O:2].C(=O)([O-])[O-].[K+].[K+].[C:20]1([SH:26])[CH:25]=[CH:24][CH:23]=[CH:22][CH:21]=1>CC(C)=O>[C:20]1([S:26][C:5]2[CH:6]=[CH:7][C:8]([N+:10]([O-:12])=[O:11])=[CH:9][C:4]=2[N+:1]([O-:3])=[O:2])[CH:25]=[CH:24][CH:23]=[CH:22][CH:21]=1 |f:1.2.3|. Procedure: To a stirred mixture of 2,4-dinitrofluorobenzene, 5.69 ml (45 mmol) and potassium carbonate 6.3 g (45 mmol) in acetone was added benzenethiol 4.65 ml (45 mmol). The mixture was heated to reflux for 2 hours, cooled and the solvent removed under reduced pressure. The residue was partitioned between ethyl acetate and water. The organic layer was washed with saturated potassium carbonate, dried over sodium sulfate, filtered and the solvent removed under reduced pressure to give 7.0 g (56%) of 2,4-di...